Dataset: the Open Reaction Database (ORD), a public repository of structured organic reaction records. Task: describe an organic reaction: reactants, conditions, products, and yield The reactants are C(=C)C1=CSC=C1 (3-vinylthiophene), C(C)(C)C(C#N)(N1C(C=CC1=O)=O)C (α-isopropyl-α-methyl-2,5-dioxo-3-pyrroline-1- acetonitrile), C(Cl)(Cl)Cl (chloroform), ClC1=C(C(C(=C(C1=O)C#N)C#N)=O)Cl (dichlorodicyano-p-benzoquinone). Solvent: O1CCOCC1 (dioxane). Run at temperature 50 celsius, time 20 hour. Product: C(C)(C)C(C#N)(N1C(C2=CC=C3C(=C2C1=O)SC=C3)=O)C (6,8-Dihydro-α-isopropyl-α-methyl-6,8-dioxo-7H-thieno-[2,3-e]isoindole-7-acetonitrile). As a reaction SMILES: [CH:1]([C:3]1[CH:7]=[CH:6][S:5][CH:4]=1)=[CH2:2].[CH:8]([C:11]([CH3:21])([N:14]1[C:18](=[O:19])[CH:17]=[CH:16][C:15]1=[O:20])[C:12]#[N:13])([CH3:10])[CH3:9].C(Cl)(Cl)Cl.ClC1C(=O)C(C#N)=C(C#N)C(=O)C=1Cl>O1CCOCC1>[CH:8]([C:11]([CH3:21])([N:14]1[C:18](=[O:19])[C:17]2[C:16](=[CH:2][CH:1]=[C:3]3[CH:7]=[CH:6][S:5][C:4]3=2)[C:15]1=[O:20])[C:12]#[N:13])([CH3:10])[CH3:9]. Reported procedure: A mixture of 3-vinylthiophene (10.0 g, 0.0908 mol), α-isopropyl-α-methyl-2,5-dioxo-3-pyrroline-1- acetonitrile (18.3 g, 0.0953 mol) and chloroform is stirred at 50° C. for 20 hours and at room temperature for one week. The mixture is concentrated in vacuo to give a yellow oil residue, which is column chromatographed on silica gel using methylene chloride as an eluent to afford a yellow oil. The oil is taken up in dioxane and treated with dichlorodicyano-p-benzoquinone, (17.2 g, 0.0760 mol), stir... The reactants are CCOC(=O)CNc1nc(S(C)(=O)=O)nc(Oc2cc(C#N)ccc2OCc2ccccc2)c1[N+](=O)[O-], CN(C)C(=O)c1cccc(O)c1. Product: CCOC(=O)CNc1nc(Oc2cccc(C(=O)N(C)C)c2)nc(Oc2cc(C#N)ccc2OCc2ccccc2)c1[N+](=O)[O-]. Reaction SMILES: [CH3:1][S:2](=[O:3])(=[O:4])[c:5]1[n:6][c:7]([O:21][c:22]2[c:23]([O:30][CH2:31][c:32]3[cH:33][cH:34][cH:35][cH:36][cH:37]3)[cH:24][cH:25][c:26]([C:28]#[N:29])[cH:27]2)[c:8]([N+:18](=[O:19])[O-:20])[c:9]([NH:11][CH2:12][C:13](=[O:14])[O:15][CH2:16][CH3:17])[n:10]1.[CH3:38][N:39]([C:40](=[O:41])[c:42]1[cH:43][c:44]([OH:48])[cH:45][cH:46][cH:47]1)[CH3:49]>>[c:5]1([O:48][c:44]2[cH:43][c:42]([C:40]([N:39]([CH3:38])[CH3:49])=[O:41])[cH:47][cH:46][cH:45]2)[n:6][c:7]([O:21][c:22]2[c:23]([O:30][CH2:31][c:32]3[cH:33][cH:34][cH:35][cH:36][cH:37]3)[cH:24][cH:25][c:26]([C:28]#[N:29])[cH:27]2)[c:8]([N+:18](=[O:19])[O-:20])[c:9]([NH:11][CH2:12][C:13](=[O:14])[O:15][CH2:16][CH3:17])[n:10]1. The reactants are C(C)C1C(CCC(C(OC(C2CCCCN2C(C(C2(C(CC(C(C(CC(CC(=C1)C)C)OC)O2)OC)C)O)=O)=O)=O)C(=CC2CC(C(CC2)OC)O)C)C)=O (17-ethyl-1-hydroxy-12-[2'-(3"-hydroxy-4"-methoxycyclohexyl)-1'-methylvinyl]-23,25-dimethoxy-13,19,21,27-tetramethyl-11,28-dioxa-4-azatricyclo[22.3.1.04,9 ]octacos-18-ene-2,3,10,16-tetraone), C(C)N(CC)S(F)(F)F (diethylaminosulfur triflouride), resultant product, F (hydrofluoric acid). Solvent: C(Cl)Cl (MeCl2). The product is C12C(C(N3CCCCC3C(OCCCCC(CC=CCCCCC(CCC1)O2)=O)=O)=O)=O (11,28,dioxa-4-azatricyclo[22.3.1.04,9 ]octacos-18-ene-2,3,10,16-tetraone). As a reaction SMILES: C([CH:3]1[CH:29]=[C:28](C)[CH2:27][CH:26](C)[CH2:25][CH:24](OC)[CH:23]2[O:34][C:19](O)([CH:20](C)[CH2:21][CH:22]2OC)[C:18](=[O:39])[C:17](=[O:40])[N:16]2[CH:11]([CH2:12][CH2:13][CH2:14][CH2:15]2)[C:10](=[O:41])[O:9][CH:8](C(C)=CC2CCC(OC)C(O)C2)[CH:7](C)[CH2:6][CH2:5][C:4]1=[O:55])C.C(N(S(F)(F)F)CC)C.F>C(Cl)Cl>[CH:19]12[O:34][CH:23]([CH2:22][CH2:21][CH2:20]1)[CH2:24][CH2:25][CH2:26][CH2:27][CH:28]=[CH:29][CH2:3][C:4](=[O:55])[CH2:5][CH2:6][CH2:7][CH2:8][O:9][C:10](=[O:41])[CH:11]1[N:16]([CH2:15][CH2:14][CH2:13][CH2:12]1)[C:17](=[O:40])[C:18]2=[O:39]. Procedure details: A solution of 17-ethyl-1-hydroxy-12-[2'-(3"-hydroxy-4"-methoxycyclohexyl)-1'-methylvinyl]-23,25-dimethoxy-13,19,21,27-tetramethyl-11,28-dioxa-4-azatricyclo[22.3.1.04,9 ]octacos-18-ene-2,3,10,16-tetraone in MeCl2 is treated with diethylaminosulfur triflouride and the resultant product is treated with 48% aqueous hydrofluoric acid as in Example 63 yields 17-ethyl-1-hydroxy-12-[2'-(3"-fluoro-4"-methoxycyclohexyl)-1'-methylvinyl]-23,25-dimethoxy-13,19,21,27-tetrmethyl-11,28,dioxa-4-azatricyclo[22.3.... As a reaction SMILES: C(O)[C@H]1O[C@H](O[C@]2(CO)O[C@H](CO)[C@@H](O)[C@@H]2O)[C@H](O)[C@@H](O)[C@@H]1O.[C:24]([CH2:27][CH2:28][C:29]1[CH:30]=[C:31]2[C:35](=[CH:36][CH:37]=1)[C:34](=[O:38])[CH:33]([C:39]([O:41][CH2:42][CH3:43])=[O:40])[CH2:32]2)([OH:26])=[O:25].COC1C=CC(C=O)=CC=1>C(O)C>[OH:38][C@@H:34]1[C:35]2[C:31](=[CH:30][C:29]([CH2:28][CH2:27][C:24]([OH:26])=[O:25])=[CH:37][CH:36]=2)[CH2:32][C@H:33]1[C:39]([O:41][CH2:42][CH3:43])=[O:40]. Reactants: II, COC=1C=CC(=CC1)C=O (anisaldehyde), C([C@@H]1[C@H]([C@@H]([C@H]([C@H](O1)O[C@]2([C@H]([C@@H]([C@H](O2)CO)O)O)CO)O)O)O)O (sucrose), C(=O)(O)CCC=1C=C2CC(C(C2=CC1)=O)C(=O)OCC (5-carboxyethyl-2-carboethoxy-1-indanone). Procedure: Twenty grams of bakers' yeast (Sigma Chemical Company, type II) are suspended in an aqueous solution containing 30 grams of sucrose in a conical flask, and the mixture is placed on an orbital shaker (220 rpm) at 30° C. for 30 minutes to initiate fermentation. Two grams of 5-carboxyethyl-2-carboethoxy-1-indanone is dissolved in 2 ml of 95% ethanol, the resulting solution is added to the fermenting yeast, and shaking is resumed. The reaction is followed by TLC (staining with anisaldehyde) to monit... Run in C(C)O (ethanol). The yield is 74.5%. Reaction conditions: time 30 minute. Yields the product O[C@H]1[C@@H](CC2=CC(=CC=C12)CCC(=O)O)C(=O)OCC ((1S,2R)-1-hydroxy-2-carboethoxy-5-carboxyethylindane).